This data is from the Open Reaction Database (ORD), a public repository of structured organic reaction records. The task is: describe an organic reaction: reactants, conditions, products, and yield The reactants are COc1ccc2occc2c1, Cl, [I-], [Li+], Cc1cc(C)nc(C)c1. Yields the product Oc1ccc2occc2c1. RXN SMILES: [CH3:1][O:2][c:3]1[cH:4][cH:5][c:6]2[c:7]([cH:8][cH:9][o:10]2)[cH:11]1.[ClH:14].[I-:12].[Li+:13].[n:15]1[c:16]([CH3:17])[cH:18][c:19]([CH3:20])[cH:21][c:22]1[CH3:23]>>[OH:2][c:3]1[cH:4][cH:5][c:6]2[c:7]([cH:8][cH:9][o:10]2)[cH:11]1. Starting materials: CCBr, [Cl-], O=C(c1ccc(F)cc1)c1ccc(OCCCN2CCN(Cc3ccccc3)CC2)cc1, [Mg], [NH4+], O. Product: CCC(O)(c1ccc(F)cc1)c1ccc(OCCCN2CCN(Cc3ccccc3)CC2)cc1. Reaction SMILES: [CH2:2]([CH3:3])[Br:4].[Cl-:37].[F:5][c:6]1[cH:7][cH:8][c:9]([C:10](=[O:11])[c:12]2[cH:13][cH:14][c:15]([O:18][CH2:19][CH2:20][CH2:21][N:22]3[CH2:23][CH2:24][N:25]([CH2:28][c:29]4[cH:30][cH:31][cH:32][cH:33][cH:34]4)[CH2:26][CH2:27]3)[cH:16][cH:17]2)[cH:35][cH:36]1.[Mg:1].[NH4+:38].[OH2:39]>>[CH2:2]([CH3:3])[C:10]([c:9]1[cH:8][cH:7][c:6]([F:5])[cH:36][cH:35]1)([OH:11])[c:12]1[cH:13][cH:14][c:15]([O:18][CH2:19][CH2:20][CH2:21][N:22]2[CH2:23][CH2:24][N:25]([CH2:28][c:29]3[cH:30][cH:31][cH:32][cH:33][cH:34]3)[CH2:26][CH2:27]2)[cH:16][cH:17]1. The reactants are CC1=NOC2=C1C=C(C=C2)C=O (3-Methyl-benzo[d]isoxazole-5-carbaldehyde), CC1=NOC2=C1C=C(C=C2)C=O (3-Methyl-benzo[d]isoxazole-5-carbaldehyde), S1C(NC(C1)=O)=O (1,3-thiazolidine-2,4-dione). Yields the product CC1=NOC2=C1C=C(C=C2)C=C2C(NC(S2)=O)=O (5-(3-Methyl-benzo[d]isoxazol-5-ylmethylene)-thiazolidine-2,4-dione). Reaction SMILES: [CH3:1][C:2]1[C:6]2[CH:7]=[C:8]([CH:11]=O)[CH:9]=[CH:10][C:5]=2[O:4][N:3]=1.[S:13]1[CH2:17][C:16](=[O:18])[NH:15][C:14]1=[O:19]>>[CH3:1][C:2]1[C:6]2[CH:7]=[C:8]([CH:11]=[C:17]3[S:13][C:14](=[O:19])[NH:15][C:16]3=[O:18])[CH:9]=[CH:10][C:5]=2[O:4][N:3]=1. Procedure: Following the general method as outlined in Example 1, starting from 3-Methyl-benzo[d]isoxazole-5-carbaldehyde (intermediate 6) and 1,3-thiazolidine-2,4-dione, the title compound was obtained. The reactants are CCOC(=O)Cc1cc2c(c(C(=S)c3ccc(C)cc3)c1)OCC2, CO, CCCCCC, CC(C)=O, [Na+], [OH-], O. Yields the product Cc1ccc(C(=S)c2cc(CC(=O)O)cc3c2OCC3)cc1. Reaction SMILES: [CH3:1][c:2]1[cH:3][cH:4][c:5]([C:6](=[S:7])[c:8]2[cH:9][c:10]([CH2:17][C:18](=[O:19])[O:20][CH2:21][CH3:22])[cH:11][c:12]3[c:16]2[O:15][CH2:14][CH2:13]3)[cH:23][cH:24]1.[CH3:25][OH:26].[CH3:30][CH2:31][CH2:32][CH2:33][CH2:34][CH3:35].[CH3:36][C:37]([CH3:38])=[O:39].[Na+:29].[OH-:28].[OH2:27]>>[CH3:1][c:2]1[cH:3][cH:4][c:5]([C:6](=[S:7])[c:8]2[cH:9][c:10]([CH2:17][C:18](=[O:19])[OH:20])[cH:11][c:12]3[c:16]2[O:15][CH2:14][CH2:13]3)[cH:23][cH:24]1. The reactants are CC(=O)Nc1ccc(S(=O)(=O)Cl)cc1, C1CCNC1, CC(C)=O, O. Product: CC(=O)Nc1ccc(S(=O)(=O)N2CCCC2)cc1. RXN SMILES: [C:6]([CH3:7])(=[O:8])[NH:9][c:10]1[cH:11][cH:12][c:13]([S:16](=[O:17])(=[O:18])[Cl:19])[cH:14][cH:15]1.[CH2:1]1[CH2:2][CH2:3][NH:4][CH2:5]1.[CH3:21][C:22](=[O:23])[CH3:24].[OH2:20]>>[CH2:1]1[CH2:2][CH2:3][N:4]([S:16]([c:13]2[cH:12][cH:11][c:10]([NH:9][C:6]([CH3:7])=[O:8])[cH:15][cH:14]2)(=[O:17])=[O:18])[CH2:5]1. Starting materials: Cl.ClC=1C=C2CCC3(CCNCC3)OC2=CC1 (6-Chloro-3,4-dihydrospiro[chromene-2,4′-piperidine]hydrochloride), C(C1=CC=CC=C1)N1CCC2(CC1)OCC1=C2C=CC(=C1)F (1′-benzyl-5-fluoro-3H-spiro[2-benzofuran-1,4′-piperidine]), ClC(=O)OCCCl (chloroethyl chloroformate). Product: FC1=CC2=C(C=C1)C1(CCNCC1)OC2 (5-Fluoro-3H-spiro[2-benzofuran-1,4′-piperidine]). Reaction SMILES: Cl.ClC1C=C2C(=CC=1)OC1(CCNCC1)CC2.C([N:25]1[CH2:30][CH2:29][C:28]2([C:34]3[CH:35]=[CH:36][C:37]([F:39])=[CH:38][C:33]=3[CH2:32][O:31]2)[CH2:27][CH2:26]1)C1C=CC=CC=1.ClC(OCCCl)=O>>[F:39][C:37]1[CH:36]=[CH:35][C:34]2[C:28]3([O:31][CH2:32][C:33]=2[CH:38]=1)[CH2:27][CH2:26][NH:25][CH2:30][CH2:29]3 |f:0.1|. Reported procedure: This reaction was performed as described for (iii) above using 1′-benzyl-5-fluoro-3H-spiro[2-benzofuran-1,4′-piperidine] (145 mg, 0.487 mmol), chloroethyl chloroformate (0.07 mL) to give the titled compound.